This data is from the Open Reaction Database (ORD), a public repository of structured organic reaction records. The task is: describe an organic reaction: reactants, conditions, products, and yield Procedure details: 4-Chloro-6-(4-nitro-phenyl)-7H-pyrrolo[2,3-d]pyrimidine is prepared, with the exclusion of moisture, by heating 4-hydroxy-6-(4-nitro-phenyl)-7H-pyrrolo[2,3-d]pyrimidine to boiling point with an excess of POCl3. The suspension is concentrated to a residual volume of 20 ml by evaporation. The residue is introduced in portions into water, neutralized with solid NaHCO3, and 0.2 liter of ethyl acetate is added. Filtration and washing with hot THF yield the title compound, m.p. >280° C.; FAB-MS: (M+H)... RXN SMILES: O[C:2]1[C:3]2[CH:10]=[C:9]([C:11]3[CH:16]=[CH:15][C:14]([N+:17]([O-:19])=[O:18])=[CH:13][CH:12]=3)[NH:8][C:4]=2[N:5]=[CH:6][N:7]=1.O=P(Cl)(Cl)[Cl:22]>>[Cl:22][C:2]1[C:3]2[CH:10]=[C:9]([C:11]3[CH:16]=[CH:15][C:14]([N+:17]([O-:19])=[O:18])=[CH:13][CH:12]=3)[NH:8][C:4]=2[N:5]=[CH:6][N:7]=1. Starting materials: OC=1C2=C(N=CN1)NC(=C2)C2=CC=C(C=C2)[N+](=O)[O-] (4-hydroxy-6-(4-nitro-phenyl)-7H-pyrrolo[2,3-d]pyrimidine), O=P(Cl)(Cl)Cl (POCl3). Product: ClC=1C2=C(N=CN1)NC(=C2)C2=CC=C(C=C2)[N+](=O)[O-] (4-Chloro-6-(4-nitro-phenyl)-7H-pyrrolo[2,3-d]pyrimidine). Reactants: CC(C)O, O=C(O)CCCOc1ccccc1I. Product: CC(C)OC(=O)CCCOc1ccccc1I. RXN SMILES: [CH:15]([CH3:16])([CH3:17])[OH:18].[I:1][c:2]1[c:3]([O:4][CH2:5][CH2:6][CH2:7][C:8](=[O:9])[OH:10])[cH:11][cH:12][cH:13][cH:14]1>>[I:1][c:2]1[c:3]([O:4][CH2:5][CH2:6][CH2:7][C:8]([O:9][CH:15]([CH3:16])[CH3:17])=[O:10])[cH:11][cH:12][cH:13][cH:14]1. Starting materials: [N+](=O)([O-])C=1C=C(CN)C=CC1 (3-nitrobenzylamine), ClC=1C2=C(N=C(N1)C1=CC=NC=C1)SC(=C2C)C (4-chloro-2-(pyridin-4-yl)-5,6-dimethyl-thieno-[2,3-d]-pyrimidine). Product: N1=CC=C(C=C1)C=1N=C(C2=C(N1)SC(=C2C)C)NCC2=CC(=CC=C2)[N+](=O)[O-] (2-(pyridin-4-yl)-4-(3-nitrobenzylamino)-5,6-dimethyl-thieno-[2,3-d]-pyrimidine). RXN SMILES: [N+:1]([C:4]1[CH:5]=[C:6]([CH:9]=[CH:10][CH:11]=1)[CH2:7][NH2:8])([O-:3])=[O:2].Cl[C:13]1[C:14]2[C:27]([CH3:28])=[C:26]([CH3:29])[S:25][C:15]=2[N:16]=[C:17]([C:19]2[CH:24]=[CH:23][N:22]=[CH:21][CH:20]=2)[N:18]=1>>[N:22]1[CH:21]=[CH:20][C:19]([C:17]2[N:18]=[C:13]([NH:8][CH2:7][C:6]3[CH:9]=[CH:10][CH:11]=[C:4]([N+:1]([O-:3])=[O:2])[CH:5]=3)[C:14]3[C:27]([CH3:28])=[C:26]([CH3:29])[S:25][C:15]=3[N:16]=2)=[CH:24][CH:23]=1. Procedure: With the procedure of Example 1, the reaction of 3-nitrobenzylamine with 4-chloro-2-(pyridin-4-yl)-5,6-dimethyl-thieno-[2,3-d]-pyrimidine yields 2-(pyridin-4-yl)-4-(3-nitrobenzylamino)-5,6-dimethyl-thieno-[2,3-d]-pyrimidine. Yield: 72.0%. Procedure: To a mixture of 0.55 g of 4-(2-(2,6-dichloro-4-(3,3-dichloro-2-propenyloxy)phenoxy)ethyl)benzaldehyde (which had been produced in Intermediate Production Example 3 as described below) and 5 ml of pyridine was added 0.18 g of O-propylhydroxylamine hydrochloride. After stirring at room temperature for 24 hours, the reaction mixture was poured into diluted hydrochloric acid, and extracted twice with diethyl ether. The diethyl ether layers were combined, washed with water, dried over anhydrous magne... Reactants: crude product, ClC1=C(OCCC2=CC=C(C=O)C=C2)C(=CC(=C1)OCC=C(Cl)Cl)Cl (4-(2-(2,6-dichloro-4-(3,3-dichloro-2-propenyloxy)phenoxy)ethyl)benzaldehyde), Cl (hydrochloric acid), Cl.C(CC)ON (O-propylhydroxylamine hydrochloride). RXN SMILES: [Cl:1][C:2]1[CH:18]=[C:17]([O:19][CH2:20][CH:21]=[C:22]([Cl:24])[Cl:23])[CH:16]=[C:15]([Cl:25])[C:3]=1[O:4][CH2:5][CH2:6][C:7]1[CH:14]=[CH:13][C:10]([CH:11]=O)=[CH:9][CH:8]=1.Cl.[CH2:27]([O:30][NH2:31])[CH2:28][CH3:29].Cl>N1C=CC=CC=1>[CH2:27]([O:30][N:31]=[CH:11][C:10]1[CH:13]=[CH:14][C:7]([CH2:6][CH2:5][O:4][C:3]2[C:2]([Cl:1])=[CH:18][C:17]([O:19][CH2:20][CH:21]=[C:22]([Cl:24])[Cl:23])=[CH:16][C:15]=2[Cl:25])=[CH:8][CH:9]=1)[CH2:28][CH3:29] |f:1.2|. The solvent is N1=CC=CC=C1 (pyridine). Run at time 24 hour. Yields the product C(CC)ON=CC1=CC=C(C=C1)CCOC1=C(C=C(C=C1Cl)OCC=C(Cl)Cl)Cl (4-(2-(2,6-dichloro-4-(3,3-dichloro-2-propenyloxy)phenoxy)ethyl)benzaldehyde O-propyloxime). RXN SMILES: [CH2:56]1[O:57][CH2:58][CH2:59][CH2:60]1.[N:1](=[N+:2]=[N-:3])[CH2:4][CH2:5][CH2:6][S:7](=[O:8])(=[O:9])[NH:10][CH2:11][C:12]1([c:30]2[cH:31][cH:32][cH:33][cH:34][cH:35]2)[N:13]([C:24]([C:25]([CH3:26])([CH3:27])[CH3:28])=[O:29])[N:14]=[C:15]([NH:17][C:18]([C:19]([CH3:20])([CH3:21])[CH3:22])=[O:23])[S:16]1.[OH2:36].[c:37]1([P:38]([c:39]2[cH:40][cH:41][cH:42][cH:43][cH:44]2)[c:45]2[cH:46][cH:47][cH:48][cH:49][cH:50]2)[cH:51][cH:52][cH:53][cH:54][cH:55]1>>[NH2:1][CH2:4][CH2:5][CH2:6][S:7](=[O:8])(=[O:9])[NH:10][CH2:11][C:12]1([c:30]2[cH:31][cH:32][cH:33][cH:34][cH:35]2)[N:13]([C:24]([C:25]([CH3:26])([CH3:27])[CH3:28])=[O:29])[N:14]=[C:15]([NH:17][C:18]([C:19]([CH3:20])([CH3:21])[CH3:22])=[O:23])[S:16]1. The reactants are C1CCOC1, CC(C)(C)C(=O)NC1=NN(C(=O)C(C)(C)C)C(CNS(=O)(=O)CCCN=[N+]=[N-])(c2ccccc2)S1, O, c1ccc(P(c2ccccc2)c2ccccc2)cc1. The product is CC(C)(C)C(=O)NC1=NN(C(=O)C(C)(C)C)C(CNS(=O)(=O)CCCN)(c2ccccc2)S1. Starting materials: ClCC(=O)NC1=CC=CC=C1 (2-chloro-N-phenylacetamide), N1C=C(C2=CC=CC=C12)C(=O)OC (methyl indole 3-carboxylate), NC=1SC=CN1 (2-aminothiazole), N1C=CC2=CC=CC=C12 (Indole). Product: S1C(=NC=C1)NC(=O)C1=CN(C2=CC=CC=C12)CC(NC1=CC=CC=C1)=O (1-Phenylcarbamoylmethyl-1H-indole-3-carboxylic acid thiazol-2-ylamide). RXN SMILES: Cl[CH2:2][C:3]([NH:5][C:6]1[CH:11]=[CH:10][CH:9]=[CH:8][CH:7]=1)=[O:4].[NH2:12][C:13]1[S:14][CH:15]=[CH:16][N:17]=1.N1C2C(=CC=CC=2)C=C1.[NH:27]1[C:35]2[C:30](=[CH:31][CH:32]=[CH:33][CH:34]=2)[C:29]([C:36](OC)=[O:37])=[CH:28]1>>[S:14]1[CH:15]=[CH:16][N:17]=[C:13]1[NH:12][C:36]([C:29]1[C:30]2[C:35](=[CH:34][CH:33]=[CH:32][CH:31]=2)[N:27]([CH2:2][C:3](=[O:4])[NH:5][C:6]2[CH:11]=[CH:10][CH:9]=[CH:8][CH:7]=2)[CH:28]=1)=[O:37]. Reported procedure: R5X=2-chloro-N-phenylacetamide; NH2A=2-aminothiazole; Indole starting material=methyl indole 3-carboxylate The reactants are C(C)OCC (diethyl ether), C(C1=CC=CC=C1)C=1CC(CN1)(C)COCC1=CC=CC=C1 (5-Benzyl-3-(benzyloxymethyl)-3-methyl-3,4-dihydro-2H-pyrrole), BrCC(=O)C1=CC=C(C=C1)Cl (2-bromo-1-(4-chlorophenyl)-1-ethanone), C(=O)(O)[O-].[Na+] (NaHCO3). Solvent: CO (methanol), O (water), CO (methanol). Conditions: time 2 day. Yields the product C(C1=CC=CC=C1)OCC1(CC2=C(C(=CN2C1)C1=CC=C(C=C1)Cl)C1=CC=CC=C1)C (2-(Benzyloxymethyl)-6-(4-chlorophenyl)-2-methyl-7-phenyl-2,3-dihydro-1H-pyrrolizine). Reaction SMILES: [CH2:1]([C:8]1[CH2:9][C:10]([CH2:14][O:15][CH2:16][C:17]2[CH:22]=[CH:21][CH:20]=[CH:19][CH:18]=2)([CH3:13])[CH2:11][N:12]=1)[C:2]1[CH:7]=[CH:6][CH:5]=[CH:4][CH:3]=1.Br[CH2:24][C:25]([C:27]1[CH:32]=[CH:31][C:30]([Cl:33])=[CH:29][CH:28]=1)=O.C([O-])(O)=O.[Na+].C(OCC)C>CO.O>[CH2:16]([O:15][CH2:14][C:10]1([CH3:13])[CH2:11][N:12]2[C:8](=[C:1]([C:2]3[CH:3]=[CH:4][CH:5]=[CH:6][CH:7]=3)[C:25]([C:27]3[CH:32]=[CH:31][C:30]([Cl:33])=[CH:29][CH:28]=3)=[CH:24]2)[CH2:9]1)[C:17]1[CH:22]=[CH:21][CH:20]=[CH:19][CH:18]=1 |f:2.3|. Procedure: 5-Benzyl-3-(benzyloxymethyl)-3-methyl-3,4-dihydro-2H-pyrrole (108 g, 0.368 mol), 2-bromo-1-(4-chlorophenyl)-1-ethanone (100 g, 0.428 mol) and NaHCO3 (34.6 g, 0.42 mol) are dissolved in methanol abs. (950 ml) in a 2 l flask and, adjusted to a temperature of 40° C., stirred for a total of 2 d with exclusion of light. The supernatant methanol phase is poured off from the viscous, green-brown substance at the bottom of the solution formed during the reaction, and the material is taken up with diethy... Product: CC(CCC1C(CCCC1=O)=O)C (2-(3-Methylbutyl)-1,3-cyclohexanedione). Conditions: temperature 90 celsius, time 15 minute. As a reaction SMILES: C[O:2][C:3]1[CH:8]([CH2:9][CH2:10][CH:11]([CH3:13])[CH3:12])[C:7]([O:14]C)=[CH:6][CH2:5][CH:4]=1.Cl>O>[CH3:12][CH:11]([CH3:13])[CH2:10][CH2:9][CH:8]1[C:7](=[O:14])[CH2:6][CH2:5][CH2:4][C:3]1=[O:2]. Run in O (water). Procedure details: A suspension of ether 6 (84.0 g, 400 mmol) and 1N HCl (25 mL) was heated to 90° C. while stirring vigorously. After about 15 minutes the mixture became exothermic and a clear homogeneous liquid resulted. The reaction mixture was stirred for an additional 15 minutes at this temperature and cooled to room temp. During this process the product solidified, and the mixture was diluted with water (500 mL) and filtered. The solid was suspended in hexanes (250 mL), stirred, filtered and dried to give 68... Yield: 93.3%. Starting materials: COC1=CCC=C(C1CCC(C)C)OC (2,4-Dimethoxy-3-(3-methylbutyl)-1,4-cyclohexadiene), Cl (HCl). Starting materials: Cc1nc(Br)sc1NC(=O)OC(C)(C)C, CCOC(C)=O, [H-], CI, [Na+], CN(C)C=O, O. The product is Cc1nc(Br)sc1N(C)C(=O)OC(C)(C)C. As a reaction SMILES: [C:1]([CH3:2])([CH3:3])([CH3:4])[O:5][C:6]([NH:7][c:8]1[c:9]([CH3:14])[n:10][c:11]([Br:13])[s:12]1)=[O:15].[CH3:26][CH2:27][O:28][C:29](=[O:30])[CH3:31].[H-:17].[I:18][CH3:19].[Na+:16].[O:21]=[CH:22][N:23]([CH3:24])[CH3:25].[OH2:20]>>[C:1]([CH3:2])([CH3:3])([CH3:4])[O:5][C:6]([N:7]([c:8]1[c:9]([CH3:14])[n:10][c:11]([Br:13])[s:12]1)[CH3:19])=[O:15].